This data is from the Open Reaction Database (ORD), a public repository of structured organic reaction records. The task is: describe an organic reaction: reactants, conditions, products, and yield The reactants are COC1=CC(=C(C(=C1)C)S(=O)(=O)N1C(CCCC1)/C=C/C(=O)OCC)C ((E)-ethyl 3-(1-(4-methoxy-2,6-dimethylphenylsulfonyl)-piperidin-2-yl)acrylate). The reagents and catalysts are [OH-].[OH-].[Pd+2] (Pd(OH)2). Solvent: CO (MeOH). Product: COC1=CC(=C(C(=C1)C)S(=O)(=O)N1C(CCCC1)CCC(=O)OCC)C (Ethyl 3-(1-(4-methoxy-2,6-dimethylphenylsulfonyl)piperidin-2-yl)propanoate). As a reaction SMILES: [CH3:1][O:2][C:3]1[CH:8]=[C:7]([CH3:9])[C:6]([S:10]([N:13]2[CH2:18][CH2:17][CH2:16][CH2:15][CH:14]2/[CH:19]=[CH:20]/[C:21]([O:23][CH2:24][CH3:25])=[O:22])(=[O:12])=[O:11])=[C:5]([CH3:26])[CH:4]=1>CO.[OH-].[OH-].[Pd+2]>[CH3:1][O:2][C:3]1[CH:4]=[C:5]([CH3:26])[C:6]([S:10]([N:13]2[CH2:18][CH2:17][CH2:16][CH2:15][CH:14]2[CH2:19][CH2:20][C:21]([O:23][CH2:24][CH3:25])=[O:22])(=[O:11])=[O:12])=[C:7]([CH3:9])[CH:8]=1 |f:2.3.4|. Procedure details: A degassed solution of (E)-ethyl 3-(1-(4-methoxy-2,6-dimethylphenylsulfonyl)-piperidin-2-yl)acrylate (4.19 mmol) in MeOH was hydrogenolysed with Pd(OH)2 (0.4 g) as the catalyst. The resulting crude product was employed in the following stage without further purification. The reactants are Cl.CN(CCC(=O)C1=CC=CC=C1)C (3-Dimethylaminopropiophenone hydrochloride), C([O-])(O)=O.[Na+] (sodium bicarbonate). The solvent is ClCCl (dichloromethane). Yields the product CN(CCC(=O)C1=CC=CC=C1)C (3-dimethylaminopropiophenone). Yield: 95.3%. RXN SMILES: Cl.[CH3:2][N:3]([CH3:14])[CH2:4][CH2:5][C:6]([C:8]1[CH:13]=[CH:12][CH:11]=[CH:10][CH:9]=1)=[O:7].C(=O)(O)[O-].[Na+]>ClCCl>[CH3:14][N:3]([CH3:2])[CH2:4][CH2:5][C:6]([C:8]1[CH:13]=[CH:12][CH:11]=[CH:10][CH:9]=1)=[O:7] |f:0.1,2.3|. Procedure details: 3-Dimethylaminopropiophenone hydrochloride (20 g) was treated with aqueous sodium bicarbonate solution in dichloromethane. The layers were separated and the organic phase was dried over anhydrous magnesium sulfate, filtered, and the filtrate was evaporated to provide 15.8 g of 3-dimethylaminopropiophenone. The reactants are CN(/C=C/C(=O)C1=NN(C=CC1=O)C1=CC=C(C=C1)OC(F)(F)F)C (3-((E)-3-Dimethylamino-acryloyl)-1-(4-trifluoromethoxy-phenyl)-1H-pyridazin-4-one), FC=1C=C2C(=CC=NC2=CC1)NN ((6-fluoro-quinolin-4-yl)-hydrazine). The product is FC=1C=C2C(=CC=NC2=CC1)N1N=CC=C1C1=NN(C=CC1=O)C1=CC=C(C=C1)OC(F)(F)F (3-[2-(6-Fluoro-quinolin-4-yl)-2H-pyrazol-3-yl]-1-(4-trifluoromethoxy-phenyl)-1H-pyridazin-4-one). As a reaction SMILES: CN(C)/[CH:3]=[CH:4]/[C:5]([C:7]1[C:12](=[O:13])[CH:11]=[CH:10][N:9]([C:14]2[CH:19]=[CH:18][C:17]([O:20][C:21]([F:24])([F:23])[F:22])=[CH:16][CH:15]=2)[N:8]=1)=O.[F:26][C:27]1[CH:28]=[C:29]2[C:34](=[CH:35][CH:36]=1)[N:33]=[CH:32][CH:31]=[C:30]2[NH:37][NH2:38]>>[F:26][C:27]1[CH:28]=[C:29]2[C:34](=[CH:35][CH:36]=1)[N:33]=[CH:32][CH:31]=[C:30]2[N:37]1[C:5]([C:7]2[C:12](=[O:13])[CH:11]=[CH:10][N:9]([C:14]3[CH:15]=[CH:16][C:17]([O:20][C:21]([F:24])([F:23])[F:22])=[CH:18][CH:19]=3)[N:8]=2)=[CH:4][CH:3]=[N:38]1. Reported procedure: The product was obtained starting from 3-((E)-3-Dimethylamino-acryloyl)-1-(4-trifluoromethoxy-phenyl)-1H-pyridazin-4-one (A-8) and (6-fluoro-quinolin-4-yl)-hydrazine according to the method described for example 91. MS: M=468.2 (M+H)+ RXN SMILES: [CH2:18]([CH3:19])[O:20][C:21](=[O:22])[c:23]1[cH:24][n:25][n:26]([CH3:31])[c:27]1[C:28](=[O:29])[OH:30].[F:1][c:2]1[cH:3][c:4](-[c:8]2[n:9][n:10]3[c:11]([cH:12][c:13]([NH2:16])[cH:14][cH:15]3)[n:17]2)[cH:5][cH:6][cH:7]1>>[F:1][c:2]1[cH:3][c:4](-[c:8]2[n:9][n:10]3[c:11]([cH:12][c:13]([NH:16][C:28]([c:27]4[c:23]([C:21]([O:20][CH2:18][CH3:19])=[O:22])[cH:24][n:25][n:26]4[CH3:31])=[O:29])[cH:14][cH:15]3)[n:17]2)[cH:5][cH:6][cH:7]1. Starting materials: CCOC(=O)c1cnn(C)c1C(=O)O, Nc1ccn2nc(-c3cccc(F)c3)nc2c1. The product is CCOC(=O)c1cnn(C)c1C(=O)Nc1ccn2nc(-c3cccc(F)c3)nc2c1. Yields the product C(#N)C1=C(C(=CC=C1)C#N)C1=CC=C(C=C1)C (2,6-Dicyano-4'-methylbiphenyl). As a reaction SMILES: Br[C:2]1[CH:7]=[CH:6][C:5]([CH3:8])=[CH:4][CH:3]=1.Br[C:10]1[C:15]([C:16]#[N:17])=[CH:14][CH:13]=[CH:12][C:11]=1[C:18]#[N:19]>C1COCC1.[Ni].C(OCC)(=O)C.C1C=CC(P(C2C=CC=CC=2)C2C=CC=CC=2)=CC=1.C1C=CC(P(C2C=CC=CC=2)C2C=CC=CC=2)=CC=1.[Cl-].[Cl-].[Ni+2].[H-].C([Al+]CC(C)C)C(C)C>[C:18]([C:11]1[CH:12]=[CH:13][CH:14]=[C:15]([C:16]#[N:17])[C:10]=1[C:2]1[CH:7]=[CH:6][C:5]([CH3:8])=[CH:4][CH:3]=1)#[N:19] |f:5.6.7.8.9,10.11|. Run in C(C)(=O)OCC (ethyl acetate), C1CCOC1 (THF), C1CCOC1 (THF), C1CCOC1 (THF), C1CCOC1 (THF), C1CCOC1 (THF), C1CCOC1 (THF). The reagents and catalysts are [Ni] (Ni), [Ni] (Ni), C1=CC=C(C=C1)P(C2=CC=CC=C2)C3=CC=CC=C3.C1=CC=C(C=C1)P(C2=CC=CC=C2)C3=CC=CC=C3.[Cl-].[Cl-].[Ni+2] (bis(triphenylphosphine)nickel(II)-chloride), [Ni] (Ni), [Ni] (Ni), [H-].C(C(C)C)[Al+]CC(C)C (Diisobutylaluminum hydride). Run at temperature 18 celsius, time 15 minute. Reactants: BrC1=CC=C(C=C1)C (4-Bromotoluene), BrC1=C(C=CC=C1C#N)C#N (1-bromo-2,6-dicyanobenzene), fused zinc (II) chloride, BrC1=C(C=CC=C1C#N)C#N (1-bromo-2,6-dicyanobenzene), Grignard reagent. Procedure: 4-Bromotoluene (10.44 mL, 84.9 mmol, 1.2 eq.) was converted to the Grignard reagent (Mg: 3.10 g, 127 mmol, 1.9 eq.) in THF (50 mL) and then added to a stirred mixture of freshly fused zinc (II) chloride (9.34 g, 68.5 mmol, 1 eq.) in THF (50 mL) at such a rate as to maintain the temperature at 18° C. In another flash, bis(triphenylphosphine)nickel(II)-chloride (1.10 g, 1.7 mmol, 0.025 eq.) and THF (5 mL) were mixed and cooled to 0° C. Diisobutylaluminum hydride (1M in THF, 3.37 mL, 3.4 mmol, 0.04... The reactants are C([O-])([O-])=O.[K+].[K+] (potassium carbonate), Cl.NC=1C=C(C(=CC1F)Cl)O (3-amino-6-chloro-4-fluorophenol hydrochloride), C(C#C)Br (propargyl bromide). Solvent: C(C)#N (acetonitrile). The product is ClC1=CC(=C(N)C=C1OCC#C)F (4-Chloro-2-fluoro-5-[(2-propynyl)oxy]aniline), solid. Reaction SMILES: Cl.[NH2:2][C:3]1[CH:4]=[C:5]([OH:11])[C:6]([Cl:10])=[CH:7][C:8]=1[F:9].[CH2:12](Br)[C:13]#[CH:14].C(=O)([O-])[O-].[K+].[K+]>C(#N)C>[Cl:10][C:6]1[C:5]([O:11][CH2:14][C:13]#[CH:12])=[CH:4][C:3]([NH2:2])=[C:8]([F:9])[CH:7]=1 |f:0.1,3.4.5|. Procedure: Using the procedure of Example 1, Step A and employing 50.0 g (252.45 mmol) of 3-amino-6-chloro-4-fluorophenol hydrochloride, 80% propargyl bromide (60.07 g, 504.9 mmol), and potassium carbonate (69.8 g, 504.9 mmol) in acetonitrile (200 mL), the title compound was obtained as a yellow solid (16.2 g), m.p. 62°-64° C. IR (nujol, era-1), NH2 (3298.0), triple bond (2117.6). 1H NMR was consistent with the structure. The product is O=C(CC(=O)OC(c1ccccc1)c1ccccc1)NC1=C(c2cnc(NC(=O)CCl)s2)CS(=O)C2C(Sc3ccc(Cl)c(Cl)c3)C(=O)N12. Reaction SMILES: [C:60](=[O:61])([OH:62])[O-:63].[CH2:65]([Cl:66])[Cl:67].[CH:1]([c:2]1[cH:3][cH:4][cH:5][cH:6][cH:7]1)([c:8]1[cH:9][cH:10][cH:11][cH:12][cH:13]1)[O:14][C:15](=[O:16])[CH2:17][C:18](=[O:19])[NH:20][C:21]1=[C:28]([c:29]2[cH:30][n:31][c:32]([NH:34][C:35]([CH2:36][Cl:37])=[O:38])[s:33]2)[CH2:27][S:26][CH:25]2[N:22]1[C:23](=[O:48])[CH:24]2[S:39][c:40]1[cH:41][c:42]([Cl:47])[c:43]([Cl:46])[cH:44][cH:45]1.[Na+:64].[OH:49][O:50][C:51]([c:52]1[cH:53][c:54]([Cl:55])[cH:56][cH:57][cH:58]1)=[O:59]>>[CH:1]([c:2]1[cH:3][cH:4][cH:5][cH:6][cH:7]1)([c:8]1[cH:9][cH:10][cH:11][cH:12][cH:13]1)[O:14][C:15](=[O:16])[CH2:17][C:18](=[O:19])[NH:20][C:21]1=[C:28]([c:29]2[cH:30][n:31][c:32]([NH:34][C:35]([CH2:36][Cl:37])=[O:38])[s:33]2)[CH2:27][S:26](=[O:49])[CH:25]2[N:22]1[C:23](=[O:48])[CH:24]2[S:39][c:40]1[cH:41][c:42]([Cl:47])[c:43]([Cl:46])[cH:44][cH:45]1. Reactants: O=C([O-])O, ClCCl, O=C(CC(=O)OC(c1ccccc1)c1ccccc1)NC1=C(c2cnc(NC(=O)CCl)s2)CSC2C(Sc3ccc(Cl)c(Cl)c3)C(=O)N12, [Na+], O=C(OO)c1cccc(Cl)c1.